This data is from the Open Reaction Database (ORD), a public repository of structured organic reaction records. The task is: describe an organic reaction: reactants, conditions, products, and yield The reactants are NC=1SC(=CN1)C (2-amino-5-methyl-thiazole), OC1=C(N(S(C2=C1C=CC=C2)(=O)=O)C)C(=O)Cl (4-hydroxy-2-methyl-2H-1,2-benzothiazine-3-carboxylic acid chloride-1,1-dioxide), O (water). Run in CN(C=O)C (dimethylformamide). Reaction conditions: time 24 hour. Product: OC1=C(N(S(C2=C1C=CC=C2)(=O)=O)C)C(=O)NC=2SC(=CN2)C (4-Hydroxy-2-methyl-N-(5-methyl-2-thiazolyl)-2H-1,2-benzothiazine-3-carboxamide-1,1-dioxide). RXN SMILES: [OH:1][C:2]1[C:7]2[CH:8]=[CH:9][CH:10]=[CH:11][C:6]=2[S:5](=[O:13])(=[O:12])[N:4]([CH3:14])[C:3]=1[C:15](Cl)=[O:16].[NH2:18][C:19]1[S:20][C:21]([CH3:24])=[CH:22][N:23]=1.O>CN(C)C=O>[OH:1][C:2]1[C:7]2[CH:8]=[CH:9][CH:10]=[CH:11][C:6]=2[S:5](=[O:13])(=[O:12])[N:4]([CH3:14])[C:3]=1[C:15]([NH:18][C:19]1[S:20][C:21]([CH3:24])=[CH:22][N:23]=1)=[O:16]. Procedure details: 1.23 gm (4.5 millimols) of 4-hydroxy-2-methyl-2H-1,2-benzothiazine-3-carboxylic acid chloride-1,1-dioxide were dissolved in 10 ml of dimethylformamide and 1.0 gm (9 millimols) of 2-amino-5-methyl-thiazole was added in portions. The reaction mixture was stirred at room temperature for 24 hours, and then 40 ml of water were added. The mixture was stirred at room temperature for 20 minutes, and the precipitate which had formed was filtered off, washed and dried. After recrystallization from ethylen... Reactants: CC(C)C(NC(=O)OC(C)(C)C)C(=O)O, CCCC(N)C(=O)O, C(=NC1CCCCC1)=NC1CCCCC1, CCN(C(C)C)C(C)C, CC(C)CC(N)C(N)=O, CN(C)C=O, On1nnc2ccccc21. Yields the product CC(C)C(NC(=O)OC(C)(C)C)C(=O)O, CCCC(N)C(=O)O, CC(C)CC(N)C(N)=O. As a reaction SMILES: [C:1](=[O:2])([O:3][C:4]([CH3:5])([CH3:6])[CH3:7])[NH:8][CH:9]([CH:10]([CH3:11])[CH3:12])[C:13](=[O:14])[OH:15].[CH3:16][CH2:17][CH2:18][CH:19]([NH2:20])[C:21]([OH:22])=[O:23].[CH:33]1([N:34]=[C:35]=[N:36][CH:37]2[CH2:38][CH2:39][CH2:40][CH2:41][CH2:42]2)[CH2:43][CH2:44][CH2:45][CH2:46][CH2:47]1.[CH:58]([N:59]([CH2:60][CH3:61])[CH:62]([CH3:63])[CH3:64])([CH3:65])[CH3:66].[NH2:24][CH:25]([CH2:26][CH:27]([CH3:28])[CH3:29])[C:30](=[O:31])[NH2:32].[O:67]=[CH:68][N:69]([CH3:70])[CH3:71].[OH:48][n:49]1[c:50]2[c:51]([cH:52][cH:53][cH:54][cH:55]2)[n:56][n:57]1>>[C:1](=[O:2])([O:3][C:4]([CH3:5])([CH3:6])[CH3:7])[NH:8][CH:9]([CH:10]([CH3:11])[CH3:12])[C:13](=[O:14])[OH:15].[CH3:16][CH2:17][CH2:18][CH:19]([NH2:20])[C:21](=[O:22])[OH:23].[NH2:24][CH:25]([CH2:26][CH:27]([CH3:28])[CH3:29])[C:30](=[O:31])[NH2:32]. The reactants are CI, [H-], [Na+], CN(C)C=O, COC(=O)c1ccc(OC2CCN(C(=O)OC(C)(C)C)C2)cc1O. Yields the product COC(=O)c1ccc(OC2CCN(C(=O)OC(C)(C)C)C2)cc1OC. RXN SMILES: [CH3:27][I:28].[H-:26].[Na+:25].[O:29]=[CH:30][N:31]([CH3:32])[CH3:33].[OH:1][c:2]1[c:3]([C:4](=[O:5])[O:6][CH3:7])[cH:8][cH:9][c:10]([O:12][CH:13]2[CH2:14][N:15]([C:18](=[O:19])[O:20][C:21]([CH3:22])([CH3:23])[CH3:24])[CH2:16][CH2:17]2)[cH:11]1>>[O:1]([c:2]1[c:3]([C:4](=[O:5])[O:6][CH3:7])[cH:8][cH:9][c:10]([O:12][CH:13]2[CH2:14][N:15]([C:18](=[O:19])[O:20][C:21]([CH3:22])([CH3:23])[CH3:24])[CH2:16][CH2:17]2)[cH:11]1)[CH3:27]. Starting materials: Cl (hydrochloric acid), FC1=C(COC=2C=C3C=CC(=CC3=CC2)CN2C=C(C(=C2)C2=CC=CC=C2)CCC(=O)OCC)C=CC=C1 (ethyl 3-[1-[6-(2-fluorobenzyloxy)-2-naphthylmethyl]-4-phenyl-3-pyrrolyl]propionate), [OH-].[Na+] (sodium hydroxide), O1CCCC1 (tetrahydrofuran). The solvent is C(C)O (ethanol). Reaction conditions: time 7 hour. Product: FC1=C(COC=2C=C3C=CC(=CC3=CC2)CN2C=C(C(=C2)C2=CC=CC=C2)CCC(=O)O)C=CC=C1 (3-[1-[6-(2-fluorobenzyloxy)-2-naphthylmethyl]-4-phenyl-3-pyrrolyl]propionic acid). The yield is 76.3%. RXN SMILES: [F:1][C:2]1[CH:38]=[CH:37][CH:36]=[CH:35][C:3]=1[CH2:4][O:5][C:6]1[CH:7]=[C:8]2[C:13](=[CH:14][CH:15]=1)[CH:12]=[C:11]([CH2:16][N:17]1[CH:21]=[C:20]([C:22]3[CH:27]=[CH:26][CH:25]=[CH:24][CH:23]=3)[C:19]([CH2:28][CH2:29][C:30]([O:32]CC)=[O:31])=[CH:18]1)[CH:10]=[CH:9]2.[OH-].[Na+].O1CCCC1.Cl>C(O)C>[F:1][C:2]1[CH:38]=[CH:37][CH:36]=[CH:35][C:3]=1[CH2:4][O:5][C:6]1[CH:7]=[C:8]2[C:13](=[CH:14][CH:15]=1)[CH:12]=[C:11]([CH2:16][N:17]1[CH:21]=[C:20]([C:22]3[CH:27]=[CH:26][CH:25]=[CH:24][CH:23]=3)[C:19]([CH2:28][CH2:29][C:30]([OH:32])=[O:31])=[CH:18]1)[CH:10]=[CH:9]2 |f:1.2|. Reported procedure: A mixture of ethyl 3-[1-[6-(2-fluorobenzyloxy)-2-naphthylmethyl]-4-phenyl-3-pyrrolyl]propionate (401 mg), 1N aqueous sodium hydroxide solution (2 ml), tetrahydrofuran (4 ml) and ethanol (4 ml) was stirred at room temperature for 7 hours, and 1N hydrochloric acid (2 ml) was added to the mixture, which was extracted with ethyl acetate. The ethyl acetate layer was washed with saturated aqueous sodium chloride solution, dried (MgSO4), then concentrated. The colorless crystals obtained were collected... Starting materials: [N+](=O)([O-])C=1C=CC=C2C(=NC=NC12)OC1=CC(=CC=C1)C(F)(F)F (8-nitro-4-(3-(trifluoromethyl)phenoxy)quinazoline). Reagents/catalysts: [Pd] (Pd). Run in CCOC(=O)C (EtOAc). Conditions: time 1 hour. Yields the product FC(C=1C=C(OC2=NC=NC3=C(C=CC=C23)N)C=CC1)(F)F (4-(3-(trifluoromethyl)phenoxy)quinazolin-8-amine). Isolated yield 82.6%. Reaction SMILES: [N+:1]([C:4]1[CH:5]=[CH:6][CH:7]=[C:8]2[C:13]=1[N:12]=[CH:11][N:10]=[C:9]2[O:14][C:15]1[CH:20]=[CH:19][CH:18]=[C:17]([C:21]([F:24])([F:23])[F:22])[CH:16]=1)([O-])=O>CCOC(C)=O.[Pd]>[F:24][C:21]([F:22])([F:23])[C:17]1[CH:16]=[C:15]([CH:20]=[CH:19][CH:18]=1)[O:14][C:9]1[C:8]2[C:13](=[C:4]([NH2:1])[CH:5]=[CH:6][CH:7]=2)[N:12]=[CH:11][N:10]=1. Procedure details: To a solution of 8-nitro-4-(3-(trifluoromethyl)phenoxy)quinazoline (400 mg, 1.19 mmol) in EtOAc (5 mL) was added 10% Pd on C (200 mg) and the suspension was hydrogenated in a Parr apparatus for 1 h at 20 psi. Then the reaction mixture was filtered through celite and the filtrate was concentrated. The residue was purified by column chromatography using 5% EtOAc in CHCl3 to afford 300 mg of the title product. 1H NMR (300 MHz, DMSO d6): δ 8.60 (s, 1H), 7.79 (s, 1H), 7.75-7.71 (m, 3H), 7.47-7.44 (m,... Starting materials: C([O-])(O)=O.[Na+] (sodium bicarbonate), ClC1=CC=C(C=C1)C1=NC=2C(=NC=CC2)N1[C@H](C(=O)O)C ((S)-2-(4-chlorophenyl)-α-methyl-3H-imidazo[4,5-b]pyridine-3-acetic acid), C(CO)O (ethylene glycol), O (Water). The reagents and catalysts are S(O)(O)(=O)=O (sulfuric acid). The product is OCCOC([C@@H](N1C(=NC=2C1=NC=CC2)C2=CC=C(C=C2)Cl)C)=O ((S)-2-(4-Chlorophenyl)-α-methyl-3H-imidazo[4,5-b]pyridine-3-acetic acid 2-hydroxyethyl ester). The yield is 56.0%. As a reaction SMILES: [Cl:1][C:2]1[CH:7]=[CH:6][C:5]([C:8]2[N:16]([C@@H:17]([CH3:21])[C:18]([OH:20])=[O:19])[C:11]3=[N:12][CH:13]=[CH:14][CH:15]=[C:10]3[N:9]=2)=[CH:4][CH:3]=1.C(=O)(O)[O-].[Na+].O.[CH2:28](O)[CH2:29][OH:30]>S(=O)(=O)(O)O>[OH:30][CH2:29][CH2:28][O:19][C:18](=[O:20])[C@H:17]([CH3:21])[N:16]1[C:11]2=[N:12][CH:13]=[CH:14][CH:15]=[C:10]2[N:9]=[C:8]1[C:5]1[CH:6]=[CH:7][C:2]([Cl:1])=[CH:3][CH:4]=1 |f:1.2|. Reported procedure: A solution of (S)-2-(4-chlorophenyl)-α-methyl-3H-imidazo[4,5-b]pyridine-3-acetic acid (3.0 g, 0.00995 mole) and concentrated sulfuric acid (4 drops) in ethylene glycol (50 ml) was refluxed under nitrogen for three hours, and then poured into a saturated sodium bicarbonate solution (200 ml). Water (50 ml) was added and the product was extracted into two portions of ethyl acetate. The combined organic layers were washed twice with water and once with a saturated sodium chloride solution, dried ove... Reactants: CCC(=O)[O-], CCC(=O)OC(=O)CC, O=Cc1cc([N+](=O)[O-])ccc1Cl, [Na+], O. Product: CC(=Cc1cc([N+](=O)[O-])ccc1Cl)C(=O)O. RXN SMILES: [C:13]([CH2:14][CH3:15])(=[O:16])[O-:17].[C:19]([O:20][C:21](=[O:22])[CH2:23][CH3:24])(=[O:25])[CH2:26][CH3:27].[Cl:1][c:2]1[c:3]([CH:4]=[O:5])[cH:6][c:7]([N+:10](=[O:11])[O-:12])[cH:8][cH:9]1.[Na+:18].[OH2:28]>>[Cl:1][c:2]1[c:3]([CH:4]=[C:14]([C:13](=[O:16])[OH:17])[CH3:15])[cH:6][c:7]([N+:10](=[O:11])[O-:12])[cH:8][cH:9]1. The reactants are ClC1=NC(=NC(=C1)Cl)C (4,6-dichloro-2-methylpyrimidine), CC=1NC(CC(N1)=O)=O (2-methyl-1H-pyrimidine-4,6-dione), C(C)OCCO (2-ethoxyethanol), NC=1C=C(C=CC1)O (3-aminophenol). Conditions: temperature 130 celsius. Yields the product CC1=NC(=CC(=N1)Cl)NC1=CC(=CC=C1)O (2-methyl-4-chloro-6-(3-hydroxyphenylamino)-pyrimidine). Reaction SMILES: Cl[C:2]1[CH:7]=[C:6]([Cl:8])[N:5]=[C:4]([CH3:9])[N:3]=1.CC1NC(=O)CC(=O)N=1.C(OCCO)C.[NH2:25][C:26]1[CH:27]=[C:28]([OH:32])[CH:29]=[CH:30][CH:31]=1>>[CH3:9][C:4]1[N:5]=[C:6]([Cl:8])[CH:7]=[C:2]([NH:25][C:26]2[CH:31]=[CH:30][CH:29]=[C:28]([OH:32])[CH:27]=2)[N:3]=1. Procedure: 4,6-dichloro-2-methylpyrimidine (1.63 g, 10.0 mmol) prepared based on the method described in Production Example 2A above using 2-methyl-1H-pyrimidine-4,6-dione instead of the 2-ethyl-1H-pyrimidine-4,6-dione, was slowly added to a 2-ethoxyethanol (5.0 mL) solution of 3-aminophenol (1.09 g, 10.0 mmol) and the reaction mixture heated for 4 hours at 130° C. The reaction was monitored by thin layer chromatography and, following the end of the reaction, the reaction mixture was cooled to room tempera... The reactants are C(#N)C1=CC=C(OCCCCCOC2=CC(=C(C(=O)O)C=C2)O)C=C1 (4-[5-(4-cyanophenoxy)pentyloxy]-2-hydroxy-benzoic acid), N1=CC=CC=C1 (pyridine), C(C)(=O)OC(C)=O (acetic anhydride), C(C(=O)Cl)(=O)Cl (oxalyl chloride), CN(C=O)C (N,N-dimethylformamide), C(C)(C)NC(C)C (diisopropylamine). Solvent: ClCCl (dichloromethane). Run at time 30 minute. The product is C(C)(=O)OC1=C(C(=O)N(C(C)C)C(C)C)C=CC(=C1)OCCCCCOC1=CC=C(C=C1)C#N (2-acetoxy-4-[ 5-(4-cyanophenoxy)pentyloxy]-N,N-bis(1-methylethyl)benzamide). RXN SMILES: [C:1]([C:3]1[CH:25]=[CH:24][C:6]([O:7][CH2:8][CH2:9][CH2:10][CH2:11][CH2:12][O:13][C:14]2[CH:22]=[CH:21][C:17]([C:18]([OH:20])=O)=[C:16]([OH:23])[CH:15]=2)=[CH:5][CH:4]=1)#[N:2].N1C=CC=CC=1.C(O[C:36](=[O:38])[CH3:37])(=O)C.C(Cl)(=O)C(Cl)=O.CN(C)C=O.[CH:50]([NH:53][CH:54]([CH3:56])[CH3:55])([CH3:52])[CH3:51]>ClCCl>[C:36]([O:23][C:16]1[CH:15]=[C:14]([O:13][CH2:12][CH2:11][CH2:10][CH2:9][CH2:8][O:7][C:6]2[CH:5]=[CH:4][C:3]([C:1]#[N:2])=[CH:25][CH:24]=2)[CH:22]=[CH:21][C:17]=1[C:18]([N:53]([CH:54]([CH3:56])[CH3:55])[CH:50]([CH3:52])[CH3:51])=[O:20])(=[O:38])[CH3:37]. Procedure details: A stirred solution of 4-[5-(4-cyanophenoxy)pentyloxy]-2-hydroxy-benzoic acid (28 g, 82 mmol) in 300 mL of dichloromethane is treated with pyridine (13.3 mL, 164 mmol) and acetic anhydride (9.3 mL, 98.4 retool) and stirred at room temperature for 30 minutes. The reaction is concentrated in vacuo and the residue is partitioned between ethyl acetate and 1N hydrochloric acid. The organic phase is washed with 1N hydrochloric acid and brine, dried over sodium sulfate, and concentrated in vacuo. The re...